From a dataset of the Open Reaction Database (ORD), a public repository of structured organic reaction records. describe an organic reaction: reactants, conditions, products, and yield Reactants: C(C)(C)(C)O[K] (tBuOK), O (water), S(=O)(=O)(C1=CC=C(C)C=C1)C[N+]#[C-] (tosylmethyl isocyanide), C(CCCCCC)C1C(CCC1)=O (2-heptylcyclopentanone). Run in COCCOC (1,2-dimethoxyethane), C(C)O (ethanol). Run at temperature 0 celsius. The product is C(CCCCCC)C1C(CCC1)C#N (2-heptylcyclopentanecarbonitrile). The yield is 63.2%. As a reaction SMILES: S([CH2:11][N+:12]#[C-])(C1C=CC(C)=CC=1)(=O)=O.[CH2:14]([CH:21]1[CH2:25][CH2:24][CH2:23][C:22]1=O)[CH2:15][CH2:16][CH2:17][CH2:18][CH2:19][CH3:20].C(O[K])(C)(C)C.O>COCCOC.C(O)C>[CH2:14]([CH:21]1[CH2:25][CH2:24][CH2:23][CH:22]1[C:11]#[N:12])[CH2:15][CH2:16][CH2:17][CH2:18][CH2:19][CH3:20]. Procedure details: 27.6 g of tosylmethyl isocyanide and 20 g of 2-heptylcyclopentanone were dissolved in 400 ml of 1,2-dimethoxyethane and 10 ml of ethanol. The solution was cooled to 0° C. with an ice-bath, and 29 g of tBuOK were added in 1 hour maintaining the temperature between 0 and 10° C. After completion of the reaction, the reaction mixture was poured into water and extracted with cyclohexane. The organic layer was washed 3 times with water until neutral pH. Purification by bulb-to-bulb distillation (150° ... Reactants: BrBr (bromine), NC1=CC=CC=C1 (aniline), [S-]C#N.[NH4+] (ammonium thiocyanate), C([O-])(O)=O.[Na+] (sodium bicarbonate). Solvent: [Br-].[Na+] (sodium bromide), CCCCCC (hexane), CO (methanol), CCOCC (ether), O (water). Reaction conditions: time 1 hour. The product is S(C#N)C1=CC=C(N)C=C1 (4-thiocyanoaniline). Yield: 90.0%. As a reaction SMILES: [NH2:1][C:2]1[CH:7]=[CH:6][CH:5]=[CH:4][CH:3]=1.[S-:8][C:9]#[N:10].[NH4+].BrBr.C(=O)(O)[O-].[Na+]>CO.[Br-].[Na+].CCCCCC.CCOCC.O>[S:8]([C:5]1[CH:6]=[CH:7][C:2]([NH2:1])=[CH:3][CH:4]=1)[C:9]#[N:10] |f:1.2,4.5,7.8|. Reported procedure: To a -10° C., mechanically-stirred solution of aniline (21 g) and ammonium thiocyanate (52.1 g) in methanol (230 mL) was added a solution of bromine (38.7 g) in sodium bromide-saturated methanol. The rate of addition was adjusted such that the temperature of the reaction mixture did not rise above 0° C. After the addition was complete, the reaction mixture was stirred for one hour. The reaction mixture was then poured into a mixture of water (one liter), saturated aqueous sodium bicarbonate (500... Starting materials: ClC1=CC=C(C=N1)CN1N=C(C(C2=C1N=CC=C2)=S)C(=O)OCC (Ethyl 1-[(6-chloropyridin-3-yl)methyl]-4-thioxo-1,4-dihydropyrido[2,3-c]pyridazine-3-carboxylate), Cl.CC1=C(C=CC=C1C)NN ((2,3-dimethylphenyl)hydrazine hydrochloride), C([O-])([O-])=O.[K+].[K+] (potassium carbonate). Solvent: C([O-])(O)=O.[Na+] (sodium bicarbonate). Reaction conditions: time 3 hour. Product: ClC1=CC=C(C=N1)CN1N=C2C(C3=C1N=CC=C3)=NN(C2=O)C2=C(C(=CC=C2)C)C (5-[(6-chloropyridin-3-yl)methyl]-2-(2,3-dimethylphenyl)-2,5-dihydro-3H-pyrazolo[4,3-c]pyrido[3,2-e]pyridazin-3-one). Reaction SMILES: [Cl:1][C:2]1[N:7]=[CH:6][C:5]([CH2:8][N:9]2[C:14]3[N:15]=[CH:16][CH:17]=[CH:18][C:13]=3[C:12](=S)[C:11]([C:20]([O:22]CC)=O)=[N:10]2)=[CH:4][CH:3]=1.Cl.[CH3:26][C:27]1[C:32]([CH3:33])=[CH:31][CH:30]=[CH:29][C:28]=1[NH:34][NH2:35].C(=O)([O-])[O-].[K+].[K+]>C(=O)(O)[O-].[Na+]>[Cl:1][C:2]1[N:7]=[CH:6][C:5]([CH2:8][N:9]2[C:14]3[N:15]=[CH:16][CH:17]=[CH:18][C:13]=3[C:12]3=[N:35][N:34]([C:28]4[CH:29]=[CH:30][CH:31]=[C:32]([CH3:33])[C:27]=4[CH3:26])[C:20](=[O:22])[C:11]3=[N:10]2)=[CH:4][CH:3]=1 |f:1.2,3.4.5,6.7|. Reported procedure: Ethyl 1-[(6-chloropyridin-3-yl)methyl]-4-thioxo-1,4-dihydropyrido[2,3-c]pyridazine-3-carboxylate (389 mg, 1.08 mmol), (2,3-dimethylphenyl)hydrazine hydrochloride (279 mg, 1.62 mmol, 1.5 equiv) and potassium carbonate (1.49 g, 10.8 mmol, 10 equiv) were combined and placed into an oil bath preheated to 70° C. for 3 hours. The mixture was cooled to ambient temperature, poured into sodium bicarbonate (150 mL, aqueous saturated) and extracted with ethyl acetate (3×100 mL). The combined organic extrac...